Dataset: the Open Reaction Database (ORD), a public repository of structured organic reaction records. Task: describe an organic reaction: reactants, conditions, products, and yield The reactants are O=Cc1cccc(Br)c1, CCOC(=O)COc1ccc(C[P+](c2ccccc2)(c2ccccc2)c2ccccc2)cc1C, C1CCOC1, [Cl-], [H-], [Na+]. Product: CCOC(=O)COc1ccc(C=Cc2cccc(Br)c2)cc1C. As a reaction SMILES: [Br:38][c:39]1[cH:40][c:41]([CH:42]=[O:43])[cH:44][cH:45][cH:46]1.[CH2:2]([CH3:3])[O:4][C:5]([CH2:6][O:7][c:8]1[c:9]([CH3:34])[cH:10][c:11]([CH2:12][P+:13]([c:14]2[cH:15][cH:16][cH:17][cH:18][cH:19]2)([c:20]2[cH:21][cH:22][cH:23][cH:24][cH:25]2)[c:26]2[cH:27][cH:28][cH:29][cH:30][cH:31]2)[cH:32][cH:33]1)=[O:35].[CH2:47]1[O:48][CH2:49][CH2:50][CH2:51]1.[Cl-:1].[H-:37].[Na+:36]>>[CH2:2]([CH3:3])[O:4][C:5]([CH2:6][O:7][c:8]1[c:9]([CH3:34])[cH:10][c:11]([CH:12]=[CH:42][c:41]2[cH:40][c:39]([Br:38])[cH:46][cH:45][cH:44]2)[cH:32][cH:33]1)=[O:35].